From a dataset of the Open Reaction Database (ORD), a public repository of structured organic reaction records. describe an organic reaction: reactants, conditions, products, and yield Reactants: CCO, Cl, [Na+], C1CCOC1, [OH-], O, CCOC(=O)C=Cc1cn(-c2ccccc2)nc1OCc1ccc(OCc2nc(-c3ccccc3)oc2C)cc1. Yields the product Cc1oc(-c2ccccc2)nc1COc1ccc(COc2nn(-c3ccccc3)cc2C=CC(=O)O)cc1. RXN SMILES: [CH3:50][CH2:51][OH:52].[ClH:48].[Na+:47].[O:41]1[CH2:42][CH2:43][CH2:44][CH2:45]1.[OH-:46].[OH2:49].[c:1]1(-[c:7]2[o:8][c:9]([CH3:40])[c:10]([CH2:12][O:13][c:14]3[cH:15][cH:16][c:17]([CH2:18][O:19][c:20]4[n:21][n:22](-[c:32]5[cH:33][cH:34][cH:35][cH:36][cH:37]5)[cH:23][c:24]4[CH:25]=[CH:26][C:27](=[O:28])[O:29][CH2:30][CH3:31])[cH:38][cH:39]3)[n:11]2)[cH:2][cH:3][cH:4][cH:5][cH:6]1>>[c:1]1(-[c:7]2[o:8][c:9]([CH3:40])[c:10]([CH2:12][O:13][c:14]3[cH:15][cH:16][c:17]([CH2:18][O:19][c:20]4[n:21][n:22](-[c:32]5[cH:33][cH:34][cH:35][cH:36][cH:37]5)[cH:23][c:24]4[CH:25]=[CH:26][C:27](=[O:28])[OH:29])[cH:38][cH:39]3)[n:11]2)[cH:2][cH:3][cH:4][cH:5][cH:6]1. The reactants are FC1=CC=C(C=C1)S(=O)(=O)C1C(N(CCCC1)OC(C1=CC=CC=C1)(C1=CC=CC=C1)C1=CC=CC=C1)=O (3-(4-Fluoro-benzenesulfonyl)-1-trityloxy-azepan-2-one), COC1=CC=C(C=C1)O (4-methoxy-phenol), C(=O)([O-])[O-].[K+].[K+] (K2CO3). Solvent: CC(=O)N(C)C (DMA), CCOC(=O)C (EtOAc). Run at temperature 100 celsius. Yields the product COC1=CC=C(OC2=CC=C(C=C2)S(=O)(=O)C2C(N(CCCC2)OC(C2=CC=CC=C2)(C2=CC=CC=C2)C2=CC=CC=C2)=O)C=C1 (3-[4-(4-Methoxy-phenoxy)-benzenesulfonyl]-1-trityloxy-azepan-2-one). RXN SMILES: F[C:2]1[CH:7]=[CH:6][C:5]([S:8]([CH:11]2[CH2:17][CH2:16][CH2:15][CH2:14][N:13]([O:18][C:19]([C:32]3[CH:37]=[CH:36][CH:35]=[CH:34][CH:33]=3)([C:26]3[CH:31]=[CH:30][CH:29]=[CH:28][CH:27]=3)[C:20]3[CH:25]=[CH:24][CH:23]=[CH:22][CH:21]=3)[C:12]2=[O:38])(=[O:10])=[O:9])=[CH:4][CH:3]=1.[CH3:39][O:40][C:41]1[CH:46]=[CH:45][C:44]([OH:47])=[CH:43][CH:42]=1.C([O-])([O-])=O.[K+].[K+]>CC(N(C)C)=O.CCOC(C)=O>[CH3:39][O:40][C:41]1[CH:46]=[CH:45][C:44]([O:47][C:2]2[CH:7]=[CH:6][C:5]([S:8]([CH:11]3[CH2:17][CH2:16][CH2:15][CH2:14][N:13]([O:18][C:19]([C:32]4[CH:37]=[CH:36][CH:35]=[CH:34][CH:33]=4)([C:26]4[CH:31]=[CH:30][CH:29]=[CH:28][CH:27]=4)[C:20]4[CH:25]=[CH:24][CH:23]=[CH:22][CH:21]=4)[C:12]3=[O:38])(=[O:10])=[O:9])=[CH:4][CH:3]=2)=[CH:43][CH:42]=1 |f:2.3.4|. Procedure: A Mixture of 3-(4-fluoro-benzenesulfonyl)-1-trityloxy-azepan-2-one prepared from step F (18.9 mg, 0.0357 mmol), 4-methoxy-phenol (19.2 mg, 0.154 mmol) and K2CO3 (38.1 mg, 0.275 mmol) in anhydrous DMA (1.5 mL) was stirred and heated at 100° C. for overnight. The reaction mixture was diluted with EtOAc and washed sequentially with water and saturated NaCl solution. The organic phase was then dried over anhydrous Na2SO4 and concentrated under reduced pressure to gave a crude material, which was the... Starting materials: [N+](=O)([O-])C=1C=C(C(=CC1)OC)C=1OC2=C(N1)C=C(C=C2)Br (2-(3-nitro-6-methoxyphenyl)-5-bromobenzoxazole), S1C(=CC2=C1C=CC=C2)B(O)O (benzothiophene-2-boronic acid). The product is [N+](=O)([O-])C=1C=C(C(=CC1)OC)C=1OC2=C(N1)C=C(C=C2)C=2SC1=C(C2)C=CC=C1 (2-(3-Nitro-6-Methoxyphenyl)-5-(2-benzothiophenyl)benzoxazole). RXN SMILES: [N+:1]([C:4]1[CH:5]=[C:6]([C:12]2[O:13][C:14]3[CH:20]=[CH:19][C:18](Br)=[CH:17][C:15]=3[N:16]=2)[C:7]([O:10][CH3:11])=[CH:8][CH:9]=1)([O-:3])=[O:2].[S:22]1[C:26]2[CH:27]=[CH:28][CH:29]=[CH:30][C:25]=2[CH:24]=[C:23]1B(O)O>>[N+:1]([C:4]1[CH:5]=[C:6]([C:12]2[O:13][C:14]3[CH:20]=[CH:19][C:18]([C:23]4[S:22][C:26]5[CH:27]=[CH:28][CH:29]=[CH:30][C:25]=5[CH:24]=4)=[CH:17][C:15]=3[N:16]=2)[C:7]([O:10][CH3:11])=[CH:8][CH:9]=1)([O-:3])=[O:2]. Procedure details: Prepared by the method of Example 15d), from 2-(3-nitro-6-methoxyphenyl)-5-bromobenzoxazole (400 mg, 1.14 mmol) and benzothiophene-2-boronic acid (306 mg, 1.71 mmol) the subtitle compound was obtained (569 mg, 123%). The product was used directly in the next step without purification. Reactants: S1C=NC2=C1C=C(C=C2)N (benzo[d]thiazol-6-amine), C(=O)([O-])[O-].[Na+].[Na+] (Na2CO3), CC1(C2=C(C(=CC=C2)P(C3=CC=CC=C3)C4=CC=CC=C4)OC5=C(C=CC=C51)P(C6=CC=CC=C6)C7=CC=CC=C7)C (xanthphos), ClC1=CC(=C(C=N1)C=1SC=C(N1)C(=O)N1CC(CCC1)O)NC(C)C ((2-(6-chloro-4-(isopropylamino)pyridin-3-yl)thiazol-4-yl)(3-hydroxypiperidin-1-yl)methanone). The reagents and catalysts are C=1C=CC(=CC1)/C=C/C(=O)/C=C/C2=CC=CC=C2.C=1C=CC(=CC1)/C=C/C(=O)/C=C/C2=CC=CC=C2.C=1C=CC(=CC1)/C=C/C(=O)/C=C/C2=CC=CC=C2.[Pd].[Pd] (Pd2(dba)3). The solvent is O (H2O), O1CCOCC1 (1,4-Dioxane). Reaction conditions: temperature 115 celsius. The product is S1C=NC2=C1C=C(C=C2)NC2=CC(=C(C=N2)C=2SC=C(N2)C(=O)N2CC(CCC2)O)NC(C)C ((2-(6-(benzo[d]thiazol-6-ylamino)-4-(isopropylamino)pyridin-3-yl)thiazol-4-yl)(3-hydroxypiperidin-1-yl)methanone). RXN SMILES: Cl[C:2]1[N:7]=[CH:6][C:5]([C:8]2[S:9][CH:10]=[C:11]([C:13]([N:15]3[CH2:20][CH2:19][CH2:18][CH:17]([OH:21])[CH2:16]3)=[O:14])[N:12]=2)=[C:4]([NH:22][CH:23]([CH3:25])[CH3:24])[CH:3]=1.[S:26]1[C:30]2[CH:31]=[C:32]([NH2:35])[CH:33]=[CH:34][C:29]=2[N:28]=[CH:27]1.C([O-])([O-])=O.[Na+].[Na+].CC1(C)C2C(=C(P(C3C=CC=CC=3)C3C=CC=CC=3)C=CC=2)OC2C(P(C3C=CC=CC=3)C3C=CC=CC=3)=CC=CC1=2>O1CCOCC1.C1C=CC(/C=C/C(/C=C/C2C=CC=CC=2)=O)=CC=1.C1C=CC(/C=C/C(/C=C/C2C=CC=CC=2)=O)=CC=1.C1C=CC(/C=C/C(/C=C/C2C=CC=CC=2)=O)=CC=1.[Pd].[Pd].O>[S:26]1[C:30]2[CH:31]=[C:32]([NH:35][C:2]3[N:7]=[CH:6][C:5]([C:8]4[S:9][CH:10]=[C:11]([C:13]([N:15]5[CH2:20][CH2:19][CH2:18][CH:17]([OH:21])[CH2:16]5)=[O:14])[N:12]=4)=[C:4]([NH:22][CH:23]([CH3:25])[CH3:24])[CH:3]=3)[CH:33]=[CH:34][C:29]=2[N:28]=[CH:27]1 |f:2.3.4,7.8.9.10.11|. Procedure details: (2-(6-chloro-4-(isopropylamino)pyridin-3-yl)thiazol-4-yl)(3-hydroxypiperidin-1-yl)methanone (24a) (100 mg, 0.263 mmol) was dissolved in 1,4-Dioxane (10 mL): H2O (2 mL), to it benzo[d]thiazol-6-amine (0.263 mmol), Na2CO3 (1.05 mmol) and xanthphos (0.105 mmol) were added and degassed for 10 min. Pd2(dba)3 (0.105 mmol) was added and degassed once again for 15 min and heated at 115° C., overnight. The reaction mass was filtered through celite and concentrated to remove solvent. The crude material ob... Starting materials: N1[C@H](CCC1)CO ((R)-(-)-2-Pyrrolidinylmethanol), CS(=O)(=O)OCC(C)N1C2=CC=CC=C2SC=2C=CC(=CC12)C#N ((2RS)-2-(2-cyano-10-phenothiazinyl)propyl methanesulphonate). Solvent: C(C)O (ethanol). Product: OC[C@@H]1N(CCC1)CC(C)N1C2=CC=CC=C2SC=2C=CC(=CC12)C#N (10-{1-[(2R)-2-hydroxymethyl-1-pyrrolidinyl]-2-propyl}-2-phenothiazinecarbonitrile). As a reaction SMILES: [NH:1]1[CH2:5][CH2:4][CH2:3][C@@H:2]1[CH2:6][OH:7].CS(O[CH2:13][CH:14]([N:16]1[C:29]2[CH:28]=[C:27]([C:30]#[N:31])[CH:26]=[CH:25][C:24]=2[S:23][C:22]2[C:17]1=[CH:18][CH:19]=[CH:20][CH:21]=2)[CH3:15])(=O)=O>C(O)C>[OH:7][CH2:6][C@H:2]1[CH2:3][CH2:4][CH2:5][N:1]1[CH2:15][CH:14]([N:16]1[C:29]2[CH:28]=[C:27]([C:30]#[N:31])[CH:26]=[CH:25][C:24]=2[S:23][C:22]2[C:17]1=[CH:18][CH:19]=[CH:20][CH:21]=2)[CH3:13]. Procedure: (R)-(-)-2-Pyrrolidinylmethanol (50 g) is added to a suspension of (2RS)-2-(2-cyano-10-phenothiazinyl)propyl methanesulphonate (89.1 g) in absolute ethanol (2000 cc). The mixture is brought to reflux for 23 hours. After cooling, the mixture is concentrated to dryness under reduced pressure (30 mm Hg; 4 kPa). The residue is diluted with ethyl acetate (350 cc) and filtered, and the filtrate is washed with distilled water (150 cc) and saturated sodium chloride solution (2×100 cc). After settling has... The reactants are CC(=O)[O-], CC(=O)CC(C)=O, CC(=O)O, CCO, Cl, Nc1cccc(OC(F)F)c1, O=N[O-], [Na+], [Na+], O. Product: CC(=O)C(=NNc1cccc(OC(F)F)c1)C(C)=O. Reaction SMILES: [CH3:17][C:18](=[O:19])[O-:20].[CH3:21][C:22](=[O:23])[CH2:24][C:25]([CH3:26])=[O:27].[CH3:28][C:29](=[O:30])[OH:31].[CH3:34][CH2:35][OH:36].[ClH:32].[F:1][CH:2]([O:3][c:4]1[cH:5][c:6]([NH2:7])[cH:8][cH:9][cH:10]1)[F:11].[N:12]([O-:13])=[O:14].[Na+:15].[Na+:16].[OH2:33]>>[F:1][CH:2]([O:3][c:4]1[cH:5][c:6]([NH:7][N:12]=[C:24]([C:22]([CH3:21])=[O:23])[C:25]([CH3:26])=[O:27])[cH:8][cH:9][cH:10]1)[F:11]. Reaction SMILES: [CH3:1][C:2]1[CH:7]=[CH:6][C:5]([C:8]2[CH:9]=[CH:10][C:11]3[S:17][CH2:16][CH2:15][C:14]([C:18]([NH:20][C:21]4[CH:26]=[CH:25][C:24]([CH2:27][N:28]5[CH2:33][CH2:32][CH2:31][CH2:30][CH2:29]5)=[CH:23][CH:22]=4)=[O:19])=[CH:13][C:12]=3[CH:34]=2)=[CH:4][CH:3]=1.[CH3:35][I:36]>CN(C)C=O>[I-:36].[CH3:1][C:2]1[CH:3]=[CH:4][C:5]([C:8]2[CH:9]=[CH:10][C:11]3[S:17][CH2:16][CH2:15][C:14]([C:18]([NH:20][C:21]4[CH:22]=[CH:23][C:24]([CH2:27][N+:28]5([CH3:35])[CH2:33][CH2:32][CH2:31][CH2:30][CH2:29]5)=[CH:25][CH:26]=4)=[O:19])=[CH:13][C:12]=3[CH:34]=2)=[CH:6][CH:7]=1 |f:3.4|. Product: [I-].CC1=CC=C(C=C1)C=1C=CC2=C(C=C(CCS2)C(=O)NC2=CC=C(C[N+]3(CCCCC3)C)C=C2)C1 (1-(N-(7-(4-methylphenyl)-2,3-dihydro-1-benzothiepine-4-carbonyl)-4-aminobenzyl)-1-methyl-piperidinium iodide). The solvent is CN(C=O)C (dimethylformamide). The reactants are CC1=CC=C(C=C1)C=1C=CC2=C(C=C(CCS2)C(=O)NC2=CC=C(C=C2)CN2CCCCC2)C1 (7-(4-methylphenyl)-N-(4-piperidinomethyl-phenyl)-2,3-dihydro-1-benzothiepine-4-carboxamide), CI (methyl iodide). Procedure: A solution of 7-(4-methylphenyl)-N-(4-piperidinomethyl-phenyl)-2,3-dihydro-1-benzothiepine-4-carboxamide (0.08g) and methyl iodide (0.013ml) in dimethylformamide (20ml) was stirred at room temperature over night. The solvent was evaporated, and to the residue was added ethyl acetate. Precipitated crude crystal was filtered, which were recrystallized from ethanol-hexane to give 1-(N-(7-(4-methylphenyl)-2,3-dihydro-1-benzothiepine-4-carbonyl)-4-aminobenzyl)-1-methyl-piperidinium iodide (Compound 9...